From a dataset of the Open Reaction Database (ORD), a public repository of structured organic reaction records. describe an organic reaction: reactants, conditions, products, and yield The reactants are BrC1=C(C=O)C=CC(=C1O)OC (2-bromoisovanillin), FC1=CC=C(C=C1)[N+](=O)[O-] (4-fluoronitrobenzene), O (water), [F-].[K+] (potassium fluoride). Run in CS(=O)C (DMSO), CS(=O)C (DMSO), CS(=O)C (DMSO). Reaction conditions: temperature 140 celsius, time 4 hour. Product: BrC1=C(C=O)C=CC(=C1OC1=CC=C(C=C1)[N+](=O)[O-])OC (2-bromo-3-(p-nitrophenoxy)-4-methoxy benzaldehyde). Yield: 65.4%. As a reaction SMILES: [F-].[K+].[Br:3][C:4]1[C:11]([OH:12])=[C:10]([O:13][CH3:14])[CH:9]=[CH:8][C:5]=1[CH:6]=[O:7].F[C:16]1[CH:21]=[CH:20][C:19]([N+:22]([O-:24])=[O:23])=[CH:18][CH:17]=1.O>CS(C)=O>[Br:3][C:4]1[C:11]([O:12][C:16]2[CH:21]=[CH:20][C:19]([N+:22]([O-:24])=[O:23])=[CH:18][CH:17]=2)=[C:10]([O:13][CH3:14])[CH:9]=[CH:8][C:5]=1[CH:6]=[O:7] |f:0.1|. Reported procedure: To a stirred suspension of potassium fluoride (1.89 gm, 0.0326 mol) in dry DMSO (10 ml) was added a solution of 2-bromoisovanillin (5.0 gm, 0.0217 mol) in DMSO (10 ml). A solution of 4-fluoronitrobenzene (5.0 gm, 0.0260 mol) in DMSO (5 ml) was added to the above suspension and the reaction mixture was stirred at 140° C. for 4 h. The reaction mixture was cooled to room temperature and the contents were poured into water (150 ml) and extracted with ethyl acetate (50 ml×3). The organic extracts wer... Starting materials: CC(C)(C)OC(=O)N1CCNCC1, C=C(CBr)C(=O)OCC, CCN(C(C)C)C(C)C, CN(C)C=O. The product is C=C(CN1CCN(C(=O)OC(C)(C)C)CC1)C(=O)OCC. RXN SMILES: [C:10]([CH3:11])([CH3:12])([CH3:13])[O:14][C:15](=[O:16])[N:17]1[CH2:18][CH2:19][NH:20][CH2:21][CH2:22]1.[CH2:1]([CH3:2])[O:3][C:4]([C:5](=[CH2:6])[CH2:7][Br:8])=[O:9].[CH2:23]([N:24]([CH:25]([CH3:26])[CH3:27])[CH:28]([CH3:29])[CH3:30])[CH3:31].[CH3:32][N:33]([CH3:34])[CH:35]=[O:36]>>[CH2:1]([CH3:2])[O:3][C:4]([C:5](=[CH2:6])[CH2:7][N:20]1[CH2:19][CH2:18][N:17]([C:15]([O:14][C:10]([CH3:11])([CH3:12])[CH3:13])=[O:16])[CH2:22][CH2:21]1)=[O:9].